describe an organic reaction: reactants, conditions, products, and yield From a dataset of the Open Reaction Database (ORD), a public repository of structured organic reaction records. Reactants: ClC1=C(C=CC(=C1)OC(F)(F)F)C1=C(C(=NC=N1)N[C@@H](COC)C)N ((R)-6-(2-Chloro-4-trifluoromethoxy-phenyl)-N4-(2-methoxy-1-methyl-ethyl)-pyrimidine-4,5-diamine), C(C(=O)C)(=O)OCC (ethyl pyruvate). Run in C(C)O (ethanol). Reaction conditions: time 18 hour. Product: ClC1=C(C=CC(=C1)OC(F)(F)F)C1=NC=NC=2N(C(C(=NC12)C)=O)[C@@H](COC)C ((R)-4-(2-chloro-4-trifluoromethoxy-phenyl)-8-(2-methoxy-1-methyl-ethyl)-6-methyl-8H-pteridin-7-one). RXN SMILES: [Cl:1][C:2]1[CH:7]=[C:6]([O:8][C:9]([F:12])([F:11])[F:10])[CH:5]=[CH:4][C:3]=1[C:13]1[N:18]=[CH:17][N:16]=[C:15]([NH:19][C@H:20]([CH3:24])[CH2:21][O:22][CH3:23])[C:14]=1[NH2:25].[C:26](OCC)(=[O:30])[C:27]([CH3:29])=O>C(O)C>[Cl:1][C:2]1[CH:7]=[C:6]([O:8][C:9]([F:10])([F:12])[F:11])[CH:5]=[CH:4][C:3]=1[C:13]1[C:14]2[N:25]=[C:27]([CH3:29])[C:26](=[O:30])[N:19]([C@H:20]([CH3:24])[CH2:21][O:22][CH3:23])[C:15]=2[N:16]=[CH:17][N:18]=1. Procedure details: (R)-6-(2-Chloro-4-trifluoromethoxy-phenyl)-N4-(2-methoxy-1-methyl-ethyl)-pyrimidine-4,5-diamine (0.20 g, 0.53 mmol) was diluted in ethanol (6 ml) and ethyl pyruvate was added (0.59 ml, 5.3 mmol). The mixture was stirred for 18 hours at which time the solution was concentrated. After concentrating the solution the product was purified by reverse phase HPLC to yield 4.0 mg of (R)-4-(2-chloro-4-trifluoromethoxy-phenyl)-8-(2-methoxy-1-methyl-ethyl)-6-methyl-8H-pteridin-7-one (Example 1067a). 1H NMR ... Product: CN1C(=CC(=C1C(=O)C=1N(C(=CC1)Cl)C)C)CC(=O)OCC (ethyl 1,4-dimethyl-5-(1-methyl-5'-chloropyrrol-2-oyl)pyrrole-2-acetate). Reaction conditions: temperature 0 celsius, time 3 hour. RXN SMILES: [CH3:1][N:2]1[CH:6]=[CH:5][CH:4]=[C:3]1[Cl:7].[CH3:8][N:9]1[C:13]([C:14](Cl)=[O:15])=[C:12]([CH3:17])[CH:11]=[C:10]1[CH2:18][C:19]([O:21][CH2:22][CH3:23])=[O:20].Cl[Sn](Cl)(Cl)Cl.Cl>C(Cl)Cl>[CH3:8][N:9]1[C:13]([C:14]([C:6]2[N:2]([CH3:1])[C:3]([Cl:7])=[CH:4][CH:5]=2)=[O:15])=[C:12]([CH3:17])[CH:11]=[C:10]1[CH2:18][C:19]([O:21][CH2:22][CH3:23])=[O:20]. Procedure: 1-Methyl-2-chloropyrrole (5.83 g, 0.05 mole) and ethyl 1,4-dimethyl-5-chlorocarbonylpyrrole-2-acetate (11.5 g, 0.05 mole) are dissolved in 25 ml methylene chloride and stirred under nitrogen atmosphere at 0° C. Thirteen grams (0.05 mole) of SnCl4 in 10 ml methylene chloride is added slowly to the vigorously stirred solution. The resulting orange-brown mixture is stirred at 0° C. for 30 minutes then at room temp. for 3 hours. At the end of this period, 20 ml of 6 N HCl is added and stirred for 30... The solvent is C(Cl)Cl (methylene chloride), C(Cl)Cl (methylene chloride). Isolated yield 58.9%. Reactants: Cl[Sn](Cl)(Cl)Cl (SnCl4), Cl (HCl), CN1C(=CC=C1)Cl (1-Methyl-2-chloropyrrole), CN1C(=CC(=C1C(=O)Cl)C)CC(=O)OCC (ethyl 1,4-dimethyl-5-chlorocarbonylpyrrole-2-acetate). The yield is 48.6%. As a reaction SMILES: [NH:1]1[CH2:6][CH2:5][O:4][CH2:3][CH2:2]1.Br[CH:8]=[CH:9][CH2:10][Cl:11].BrCCCCl>C1(C)C=CC=CC=1>[Cl:11][CH2:10][CH2:9][CH2:8][N:1]1[CH2:6][CH2:5][O:4][CH2:3][CH2:2]1. Yields the product ClCCCN1CCOCC1 (N-(3-chloropropyl)-morpholine). Procedure details: A mixture of morpholine (261 ml, 3.00 mol) and 1-bromo-3-chloropropene (148 ml, 1.50 mol) in toluene (900 ml) was stirred for 18 hours at ambient temperature. Additional 1-bromo-3-chloropropane (25 ml, 0.25 mol) was added, the reaction was stirred for a further 1 hour and then filtered to remove the precipitated solid before the filtrate was concentrated in vacuo. Distillation of the crude oil yielded N-(3-chloropropyl)-morpholine (119.3 g, 49% yield) as the fraction boiling at 70-80° C./2.6 mmH... Reaction conditions: time 18 hour. Starting materials: N1CCOCC1 (morpholine), BrC=CCCl (1-bromo-3-chloropropene), BrCCCCl (1-bromo-3-chloropropane). The solvent is C1(=CC=CC=C1)C (toluene).